Dataset: the Open Reaction Database (ORD), a public repository of structured organic reaction records. Task: describe an organic reaction: reactants, conditions, products, and yield The reactants are FC=1C=C2C=NNC2=CC1C1=CC(=NC=C1)[C@@H]1N[C@]2(CC1)C(N(CC2)C)=O ((2R,5S)-2-[4-(5-fluoro-1H-indazol-6-yl)-2-pyridyl]-7-methyl-1,7-diazaspiro[4.4]nonan-6-one), N(=NC(=O)OC(C)(C)C)C(=O)OC(C)(C)C (di-tert-butyl azodicarboxylate), C(C)O (ethanol), C1(=CC=CC=C1)P(C1=CC=CC=C1)C1=CC=CC=C1 (triphenyl phosphine). The solvent is C1CCOC1 (THF). Reaction conditions: temperature 800 celsius. Product: C(C)N1N=CC2=CC(=C(C=C12)C1=CC(=NC=C1)[C@@H]1N[C@]2(CC1)C(N(CC2)C)=O)F ((2R,5S)-2-[4-(1-ethyl-5-fluoro-indazol-6-yl)-2-pyridyl]-7-methyl-1,7-diazaspiro[4.4]nonan-6-one). As a reaction SMILES: [F:1][C:2]1[CH:3]=[C:4]2[C:8](=[CH:9][C:10]=1[C:11]1[CH:16]=[CH:15][N:14]=[C:13]([C@H:17]3[CH2:21][CH2:20][C@@:19]4([CH2:25][CH2:24][N:23]([CH3:26])[C:22]4=[O:27])[NH:18]3)[CH:12]=1)[NH:7][N:6]=[CH:5]2.N(C(OC(C)(C)C)=O)=NC(O[C:33](C)(C)[CH3:34])=O.C(O)C.C1(P(C2C=CC=CC=2)C2C=CC=CC=2)C=CC=CC=1>C1COCC1>[CH2:33]([N:7]1[C:8]2[C:4](=[CH:3][C:2]([F:1])=[C:10]([C:11]3[CH:16]=[CH:15][N:14]=[C:13]([C@H:17]4[CH2:21][CH2:20][C@@:19]5([CH2:25][CH2:24][N:23]([CH3:26])[C:22]5=[O:27])[NH:18]4)[CH:12]=3)[CH:9]=2)[CH:5]=[N:6]1)[CH3:34]. Procedure details: To a Smith microwave vial was added (2R,5S)-2-[4-(5-fluoro-1H-indazol-6-yl)-2-pyridyl]-7-methyl-1,7-diazaspiro[4.4]nonan-6-one (which may be prepared as described in Example 186) (40 mg, 0.1100 mmol), di-tert-butyl azodicarboxylate (126.03 mg, 0.5500 mmol), ethanol (0.03 mL, 0.5500 mmol) and triphenyl phosphine (143.56 mg, 0.5500 mmol) in THF (1 mL). The reaction mixture was heated by microwave at 800° C. for 45 minutes. The reaction mixture was cooled and eluted on an SCX-2 cartrige (0.5 g) and... The solvent is CO (methanol), CO (methanol). The yield is 118.8%. As a reaction SMILES: [CH2:1]([O:4][C:5]([N:7]1[CH2:11][C@H:10]([O:12][Si](C(C)(C)C)(C)C)[CH2:9][C@H:8]1[CH2:20][C:21]1[CH:22]=[N:23][CH:24]=[N:25][CH:26]=1)=[O:6])[CH:2]=[CH2:3].Cl.C[O-].[Na+]>CO>[CH2:1]([O:4][C:5]([N:7]1[CH2:11][C@H:10]([OH:12])[CH2:9][C@H:8]1[CH2:20][C:21]1[CH:22]=[N:23][CH:24]=[N:25][CH:26]=1)=[O:6])[CH:2]=[CH2:3] |f:2.3|. Reported procedure: To a solution of (2R,4R)-1-allyloxycarbonyl-4-t-butyldimethylsilyloxy-2-(pyrimidin-5-ylmethyl)pyrrolidine (29.1 g) in methanol (146 ml) was added concentrated hydrochloric acid (12.9 ml) at 5° to 7° C. After the reaction mixture was stirred for an hour at room temperature, 28% sodium methoxide in methanol (29.7 ml) was dropped thereto at 5° C. to 10° C., and then the solution was stirred for 30 minutes at 10° C. Insoluble material was removed by filtration, then the filtrate was concentrated. Ac... Reactants: C(C=C)OC(=O)N1[C@@H](C[C@H](C1)O[Si](C)(C)C(C)(C)C)CC=1C=NC=NC1 ((2R,4R)-1-allyloxycarbonyl-4-t-butyldimethylsilyloxy-2-(pyrimidin-5-ylmethyl)pyrrolidine), Cl (hydrochloric acid), C[O-].[Na+] (sodium methoxide). Product: C(C=C)OC(=O)N1[C@@H](C[C@H](C1)O)CC=1C=NC=NC1 ((2R,4R)-1-allyloxycarbonyl-4-hydroxy-2-(pyrimidin-5-ylmethyl) pyrrolidine). Solvent: O (water). The reactants are C(C)(=O)O (acetic acid), ClC=1C=C(C=CC1CN1C=NC=C1)C=CC(=O)OCC (ethyl 3-[3-chloro-4-(imidazol-1-yl-methyl)phenyl]prop-2-enoate), [OH-].[Na+] (sodium hydroxide), [Na] (sodium). The product is ClC=1C=C(C=CC1CN1C=NC=C1)C=CC(=O)O (3-[3-chloro-4-(imidazol-1-ylmethyl)phenyl]prop-2-enoic acid). As a reaction SMILES: [Cl:1][C:2]1[CH:3]=[C:4]([CH:14]=[CH:15][C:16]([O:18]CC)=[O:17])[CH:5]=[CH:6][C:7]=1[CH2:8][N:9]1[CH:13]=[CH:12][N:11]=[CH:10]1.[OH-].[Na+].[Na].C(O)(=O)C>O>[Cl:1][C:2]1[CH:3]=[C:4]([CH:14]=[CH:15][C:16]([OH:18])=[O:17])[CH:5]=[CH:6][C:7]=1[CH2:8][N:9]1[CH:13]=[CH:12][N:11]=[CH:10]1 |f:1.2,^1:22|. Reported procedure: A mixture of ethyl 3-[3-chloro-4-(imidazol-1-yl-methyl)phenyl]prop-2-enoate (0.5 g) and sodium hydroxide (0.25 g) in water (10 ml) was stirred and heated under reflux for 3 h. The resulting solution of the sodium salt of the acid was acidified to pH 6 with glacial acetic acid, and the mixture was evaporated to dryness. Ethanol (10 ml) was added to the residue, and the mixture was boiled and filtered. Concentration of the filtrate gave a residue which was recrystallised from ethanol/ether, to giv... Starting materials: CC1=CC=C(C=C1)C1=C(C=C(C(=O)OC)C=C1S(=O)(=O)N=CN(C)C)[N+](=O)[O-] (methyl 4-(4-methylphenyl)-3-nitro-5-dimethylaminomethyleneaminosulfonyl-benzoate), [H][H] (hydrogen). Reagents/catalysts: [Ni] (Raney nickel). Solvent: CN(C=O)C (dimethylformamide). The product is NC=1C=C(C(=O)OC)C=C(C1C1=CC=C(C=C1)C)S(=O)(=O)N=CN(C)C (Methyl 3-amino-4-(4-methylphenyl)-5-dimethylaminomethyleneaminosulfonyl-benzoate). Reaction SMILES: [CH3:1][C:2]1[CH:7]=[CH:6][C:5]([C:8]2[C:17]([S:18]([N:21]=[CH:22][N:23]([CH3:25])[CH3:24])(=[O:20])=[O:19])=[CH:16][C:11]([C:12]([O:14][CH3:15])=[O:13])=[CH:10][C:9]=2[N+:26]([O-])=O)=[CH:4][CH:3]=1.[H][H]>CN(C)C=O.[Ni]>[NH2:26][C:9]1[CH:10]=[C:11]([CH:16]=[C:17]([S:18]([N:21]=[CH:22][N:23]([CH3:25])[CH3:24])(=[O:20])=[O:19])[C:8]=1[C:5]1[CH:4]=[CH:3][C:2]([CH3:1])=[CH:7][CH:6]=1)[C:12]([O:14][CH3:15])=[O:13]. Procedure details: A solution of 28 g (0.07 mole) of methyl 4-(4-methylphenyl)-3-nitro-5-dimethylaminomethyleneaminosulfonyl-benzoate in 200 ml of dimethylformamide is hydrogenated with 3 g of Raney nickel at 50° and with hydrogen under a pressure of 50 atmospheres, for 10 hours in an autoclave. After filtering, the filtrate is introduced into ice-water and the precipitate is filtered off and recrystallized from dimethylformamide/MeOH. Procedure details: 3.3 grams (0.028 mole) of methylaminoacetaldehyde dimethylacetal was slowly added to a 50 milliliter benzene solution containing 9.0 grams (0.028 mole) of the 5-[1-(3,4-dichlorophenoxy)ethyl]-1,3,4-thiadiazol-2-yl isocyanate dimer (prepared above). The resulting solution was heated to reflux and hexane was added, crystals formed on cooling. The crystals were filtered off, and dried in a vacuum oven at 80° C. to give 8.3 grams of fluffy white crystals at 3-[5-[1-(3,4-dichlorophenoxy)ethyl]-1,3,4-... Yields the product ClC=1C=C(OC(C)C2=NN=C(S2)NC(N(CC(OC)OC)C)=O)C=CC1Cl (3-[5-[1-(3,4-dichlorophenoxy)ethyl]-1,3,4-thiadiazol-2-yl]-1-methyl-1-(2,2-dimethoxyethyl)urea). Reactants: COC(CNC)OC (methylaminoacetaldehyde dimethylacetal), C1=CC=CC=C1 (benzene), ClC=1C=C(OC(C)C2=NN=C(S2)N=C=O)C=CC1Cl (5-[1-(3,4-dichlorophenoxy)ethyl]-1,3,4-thiadiazol-2-yl isocyanate). Isolated yield 68.1%. Run in CCCCCC (hexane). Reaction SMILES: [CH3:1][O:2][CH:3]([O:7][CH3:8])[CH2:4][NH:5][CH3:6].C1C=CC=CC=1.[Cl:15][C:16]1[CH:17]=[C:18]([CH:30]=[CH:31][C:32]=1[Cl:33])[O:19][CH:20]([C:22]1[S:26][C:25]([N:27]=[C:28]=[O:29])=[N:24][N:23]=1)[CH3:21]>CCCCCC>[Cl:15][C:16]1[CH:17]=[C:18]([CH:30]=[CH:31][C:32]=1[Cl:33])[O:19][CH:20]([C:22]1[S:26][C:25]([NH:27][C:28](=[O:29])[N:5]([CH3:6])[CH2:4][CH:3]([O:7][CH3:8])[O:2][CH3:1])=[N:24][N:23]=1)[CH3:21]. The reactants are NC1=C(C(=O)N)C=CC=C1C(N)=O (2-amino-3-carbamoylbenzamide), C(C)OC1=C(C(=O)Cl)C=CC=C1 (2-ethoxybenzoyl chloride). Product: C(N)(=O)C=1C(=C(C(=O)N)C=CC1)NC(C1=C(C=CC=C1)OCC)=O (3-Carbamoyl-2-(2-ethoxybenzamido)benzamide), crystals. Isolated yield 33.0%. RXN SMILES: [NH2:1][C:2]1[C:10]([C:11](=[O:13])[NH2:12])=[CH:9][CH:8]=[CH:7][C:3]=1[C:4]([NH2:6])=[O:5].[CH2:14]([O:16][C:17]1[CH:25]=[CH:24][CH:23]=[CH:22][C:18]=1[C:19](Cl)=[O:20])[CH3:15]>>[C:4]([C:3]1[C:2]([NH:1][C:19](=[O:20])[C:18]2[CH:22]=[CH:23][CH:24]=[CH:25][C:17]=2[O:16][CH2:14][CH3:15])=[C:10]([CH:9]=[CH:8][CH:7]=1)[C:11]([NH2:12])=[O:13])(=[O:5])[NH2:6]. Procedure details: The title compound was prepared from 2-amino-3-carbamoylbenzamide and 2-ethoxybenzoyl chloride following the procedure of Preparation 5 and was obtained as colorless crystals (33%), m.p. 224°-225° C. Found: C,62.57; H,5.18; N,12.81. C17H17N3O4 requires C,62.37; H,5.24; N,12.84%. Starting materials: aryl, C(C)O (ethanol), C=O (CH2O), aryl hydrogen, OC1=C(C=C(C=C1)C(C)O)OC (4-hydroxy-3-methoxyphenylethanol), hydrogens, aryl, aryl acetoxymethyl, aryl, H2 aryl. Run in [2H]C(Cl)(Cl)[2H] (CD2C12). Yields the product OC1=C(C=C(C=C1)C(C)O)OC (4-hydroxy-3-methoxyphenylethanol), C(CC1=CC(OC)=C(O)C=C1)O (homovanillyl alcohol). RXN SMILES: C=O.C([OH:5])C.[OH:6][C:7]1[CH:12]=[CH:11][C:10]([CH:13]([OH:15])[CH3:14])=[CH:9][C:8]=1[O:16][CH3:17]>[2H]C([2H])(Cl)Cl>[OH:6][C:7]1[CH:12]=[CH:11][C:10]([CH:13]([OH:15])[CH3:14])=[CH:9][C:8]=1[O:16][CH3:17].[CH2:14]([OH:5])[CH2:13][C:10]1[CH:11]=[CH:12][C:7]([OH:6])=[C:8]([O:16][CH3:17])[CH:9]=1. Procedure details: The activity of F8 indicated the presence of a more polar substance than any of the aforementioned compounds. This substance was unaffected by BF3 methylation or catalytic hydrogenation at atmospheric pressure, but its activity and presence was completely destroyed by acetylation or bromination. Acetylation followed by scgc-ms disclosed a spectrum (scgc-ms spectrum disclosed a dominant base peak at m/Z=150; as well as 135, 20%; 137, 18%; 192, 4%; and 252, 2%. Nmr in CD2C12 at 400 mHz for 114 h (... Starting materials: C1CCOC1, Cl, Fc1cc(C2OCCCO2)ccc1-c1nc2ccc(Cl)nc2s1. Yields the product O=Cc1ccc(-c2nc3ccc(Cl)nc3s2)c(F)c1. RXN SMILES: [CH2:25]1[O:26][CH2:27][CH2:28][CH2:29]1.[ClH:24].[O:1]1[CH:2]([c:7]2[cH:8][c:9]([F:23])[c:10](-[c:13]3[s:14][c:15]4[n:16][c:17]([Cl:22])[cH:18][cH:19][c:20]4[n:21]3)[cH:11][cH:12]2)[O:6][CH2:5][CH2:4][CH2:3]1>>[O:1]=[CH:2][c:7]1[cH:8][c:9]([F:23])[c:10](-[c:13]2[s:14][c:15]3[n:16][c:17]([Cl:22])[cH:18][cH:19][c:20]3[n:21]2)[cH:11][cH:12]1. The reactants are O1CCCC1 (tetrahydrofuran), CN1C(N(C2=C1C=CC=C2)C(=O)Cl)=O (3-methyl-2,3-dihydro-2-oxo-1H-benzimidazol-1-ylcarbonyl chloride), O1CCCC1 (THF), O.O.NC(C(=O)NC1[C@@H]2N(C(=C(CS2)COC(C)=O)C(=O)O)C1=O)C1=CC=CC=C1 (7-(α-aminophenylacetamido)-3-acetoxymethyl-3-cephem-4-carboxylic acid dihydrate), N,O-bis-trimethylsilylacetamide. Solvent: CO (Methanol). The product is CN1C(N(C2=C1C=CC=C2)C(=O)NC(C(=O)NC2[C@@H]1N(C(=C(CS1)COC(C)=O)C(=O)O)C2=O)C2=CC=CC=C2)=O (7-[α-(3-Methyl-2,3-dihydro-2-oxo-1H-benzimidazol-1-ylcarbonylamino)phenylacetamido]-3-acetoxymethyl-3-cephem-4-carboxylic acid). RXN SMILES: O1CCCC1.O.O.[NH2:8][CH:9]([C:30]1[CH:35]=[CH:34][CH:33]=[CH:32][CH:31]=1)[C:10]([NH:12][CH:13]1[C:28](=[O:29])[N:15]2[C:16]([C:25]([OH:27])=[O:26])=[C:17]([CH2:20][O:21][C:22](=[O:24])[CH3:23])[CH2:18][S:19][C@H:14]12)=[O:11].[CH3:36][N:37]1[C:41]2[CH:42]=[CH:43][CH:44]=[CH:45][C:40]=2[N:39]([C:46](Cl)=[O:47])[C:38]1=[O:49]>CO>[CH3:36][N:37]1[C:41]2[CH:42]=[CH:43][CH:44]=[CH:45][C:40]=2[N:39]([C:46]([NH:8][CH:9]([C:30]2[CH:31]=[CH:32][CH:33]=[CH:34][CH:35]=2)[C:10]([NH:12][CH:13]2[C:28](=[O:29])[N:15]3[C:16]([C:25]([OH:27])=[O:26])=[C:17]([CH2:20][O:21][C:22](=[O:24])[CH3:23])[CH2:18][S:19][C@H:14]23)=[O:11])=[O:47])[C:38]1=[O:49] |f:1.2.3|. Procedure details: To 30 ml. of dry tetrahydrofuran (THF) were added 441 mg. (1 mmole) of 7-(α-aminophenylacetamido)-3-acetoxymethyl-3-cephem-4-carboxylic acid dihydrate and 0.97 ml. (4 mmoles) of N,O-bis-trimethylsilylacetamide. The mixture was stirred until solution was complete, and then a solution of 210 mg. (1 mmole) of 3-methyl-2,3-dihydro-2-oxo-1H-benzimidazol-1-ylcarbonyl chloride in 5 ml. of THF was added at room temperature. The reaction mixture was stirred for 50 minutes. Methanol (5 ml.) was added to t... The reactants are [OH-].[Na+] (sodium hydroxide), N1(C=NC=C1)C(=O)OCCCN1C(=NC=2C(=NC=3C=CC=CC3C21)Cl)O (3-(4-chloro-2-hydroxy-1H-imidazo[4,5-c]quinolin-1-yl)propyl 1H-imidazole-1-carboxylate), C(CC(O)(C(=O)O)CC(=O)O)(=O)O (citric acid). Run in CO (methanol). Conditions: time 2 hour. Product: ClC1=NC=2C=CC=CC2C2=C1N=C(N2CCCO)O (4-chloro-1-(3-hydroxypropyl)-1H-imidazo[4,5-c]quinolin-2-ol). The yield is 864.2%. Reaction SMILES: [OH-].[Na+].N1(C([O:10][CH2:11][CH2:12][CH2:13][N:14]2[C:26]3[C:25]4[CH:24]=[CH:23][CH:22]=[CH:21][C:20]=4[N:19]=[C:18]([Cl:27])[C:17]=3[N:16]=[C:15]2[OH:28])=O)C=CN=C1.C(O)(=O)CC(CC(O)=O)(C(O)=O)O>CO>[Cl:27][C:18]1[C:17]2[N:16]=[C:15]([OH:28])[N:14]([CH2:13][CH2:12][CH2:11][OH:10])[C:26]=2[C:25]2[CH:24]=[CH:23][CH:22]=[CH:21][C:20]=2[N:19]=1 |f:0.1|. Reported procedure: Aqueous sodium hydroxide (700 mL of 2 N) was added to a stirred suspension of 3-(4-chloro-2-hydroxy-1H-imidazo[4,5-c]quinolin-1-yl)propyl 1H-imidazole-1-carboxylate (38 g, 0.010 mol) in methanol (100 mL), and the resulting solution was stirred for two hours at room temperature and then adjusted to pH 7 with the addition of 10% w/w aqueous citric acid. A precipitate formed, and the mixture was stirred overnight. The precipitate was isolated by filtration and washed with acetonitrile to provide 24...